From a dataset of the Open Reaction Database (ORD), a public repository of structured organic reaction records. describe an organic reaction: reactants, conditions, products, and yield Reactants: O=C([O-])[O-], OB(O)c1ccc(OCc2ccccc2)cc1, Cc1cc(N)nc(CCc2nc3cc(Br)cnc3[nH]2)c1, [Na+], [Na+], C1COCCO1. Product: Cc1cc(N)nc(CCc2nc3cc(-c4ccc(OCc5ccccc5)cc4)cnc3[nH]2)c1. Reaction SMILES: [C:44](=[O:45])([O-:46])[O-:47].[CH2:21]([c:22]1[cH:23][cH:24][cH:25][cH:26][cH:27]1)[O:28][c:29]1[cH:30][cH:31][c:32]([B:35]([OH:36])[OH:37])[cH:33][cH:34]1.[NH2:1][c:2]1[n:3][c:4]([CH2:9][CH2:10][c:11]2[n:12][c:13]3[c:14]([n:15][cH:16][c:17]([Br:19])[cH:18]3)[nH:20]2)[cH:5][c:6]([CH3:8])[cH:7]1.[Na+:48].[Na+:49].[O:38]1[CH2:39][CH2:40][O:41][CH2:42][CH2:43]1>>[NH2:1][c:2]1[n:3][c:4]([CH2:9][CH2:10][c:11]2[n:12][c:13]3[c:14]([n:15][cH:16][c:17](-[c:32]4[cH:31][cH:30][c:29]([O:28][CH2:21][c:22]5[cH:23][cH:24][cH:25][cH:26][cH:27]5)[cH:34][cH:33]4)[cH:18]3)[nH:20]2)[cH:5][c:6]([CH3:8])[cH:7]1.